Dataset: the Open Reaction Database (ORD), a public repository of structured organic reaction records. Task: describe an organic reaction: reactants, conditions, products, and yield Starting materials: [H-].[Na+] (Sodium Hydride), C(C1=CC=CC=C1)OC=1C=C2C=C(NC2=CC1)C(=O)OC (methyl 5-benzyloxyindole-2-carboxylate), ClC=1C=C(C=CC1Cl)S(=O)(=O)Cl (3,4-dichlorobenzenesulphonyl chloride). Run in CN(C)C=O (DMF). Reaction conditions: time 1 hour. Product: ClC=1C=C(C=CC1Cl)S(=O)(=O)N1C(=CC2=CC(=CC=C12)OCC1=CC=CC=C1)C(=O)OC (Methyl N-(3,4-dichlorophenylsulphonyl)-5-benzyloxyindole-2-carboxylate). Isolated yield 55.7%. RXN SMILES: [H-].[Na+].[CH2:3]([O:10][C:11]1[CH:12]=[C:13]2[C:17](=[CH:18][CH:19]=1)[NH:16][C:15]([C:20]([O:22][CH3:23])=[O:21])=[CH:14]2)[C:4]1[CH:9]=[CH:8][CH:7]=[CH:6][CH:5]=1.[Cl:24][C:25]1[CH:26]=[C:27]([S:32](Cl)(=[O:34])=[O:33])[CH:28]=[CH:29][C:30]=1[Cl:31]>CN(C=O)C>[Cl:24][C:25]1[CH:26]=[C:27]([S:32]([N:16]2[C:17]3[C:13](=[CH:12][C:11]([O:10][CH2:3][C:4]4[CH:5]=[CH:6][CH:7]=[CH:8][CH:9]=4)=[CH:19][CH:18]=3)[CH:14]=[C:15]2[C:20]([O:22][CH3:23])=[O:21])(=[O:33])=[O:34])[CH:28]=[CH:29][C:30]=1[Cl:31] |f:0.1|. Reported procedure: Sodium Hydride (60% dispersion, 444 mg) was added to a stirred solution of methyl 5-benzyloxyindole-2-carboxylate (2.08 g) in DMF (50 ml) at room temperature. After 1 hour, 3,4-dichlorobenzenesulphonyl chloride (2.72 g) was added. Stirring was continued for 2 hours after which the reaction mixture was partitioned between water and ethyl acetate. Combined organic extracts were dried and concentrated in vacuo and the residue purified by column chromatography using isohexane-20% ethyl acetate as el... The reactants are C(C)OC(C(CC(C)C)C=1C=C(C=C(C1)C1NCCCC1)C1=CC=C(C=C1)C(F)(F)F)=O (4-Methyl-2-(5-piperidin-2-yl-4′-trifluoromethyl-biphenyl-3-yl)-pentanoic acid ethyl ester), compound 10b, ICCC(C)C (1-iodo-3methylbutane), C([O-])([O-])=O.[Cs+].[Cs+] (cesium carbonate). Run in CC#N (CH3CN). Run at temperature 78 celsius. Yields the product C(C)OC(C(CC(C)C)C=1C=C(C=C(C1)C1N(CCCC1)CCC(C)C)C1=CC=C(C=C1)C(F)(F)F)=O (4-Methyl-2-{5-[1-(3-methyl-butyl)-piperidin-2-yl]-4′-trifluoromethyl-biphenyl-3-yl}-pentanoic acid ethyl ester). As a reaction SMILES: [CH2:1]([O:3][C:4](=[O:32])[CH:5]([C:10]1[CH:11]=[C:12]([C:22]2[CH:27]=[CH:26][C:25]([C:28]([F:31])([F:30])[F:29])=[CH:24][CH:23]=2)[CH:13]=[C:14]([CH:16]2[CH2:21][CH2:20][CH2:19][CH2:18][NH:17]2)[CH:15]=1)[CH2:6][CH:7]([CH3:9])[CH3:8])[CH3:2].I[CH2:34][CH2:35][CH:36]([CH3:38])[CH3:37].C(=O)([O-])[O-].[Cs+].[Cs+]>CC#N>[CH2:1]([O:3][C:4](=[O:32])[CH:5]([C:10]1[CH:11]=[C:12]([C:22]2[CH:23]=[CH:24][C:25]([C:28]([F:29])([F:30])[F:31])=[CH:26][CH:27]=2)[CH:13]=[C:14]([CH:16]2[CH2:21][CH2:20][CH2:19][CH2:18][N:17]2[CH2:34][CH2:35][CH:36]([CH3:38])[CH3:37])[CH:15]=1)[CH2:6][CH:7]([CH3:9])[CH3:8])[CH3:2] |f:2.3.4|. Procedure: To a solution of 4-Methyl-2-(5-piperidin-2-yl-4′-trifluoromethyl-biphenyl-3-yl)-pentanoic acid ethyl ester, compound 10b (30.0 mg, 0.067 mmol) in CH3CN (0.5 mL) was added 1-iodo-3methylbutane (16.0 mg, 0.08 mmol) and cesium carbonate (44.0 mg, 0.134 mmol). The reaction was heated to 78° C. overnight. The reaction was cooled to room temperature, concentrated in vacuo, diluted with EtOAc, washed with NaHCO3, and brine. The solution was filtered, and concentrated, then purified via Gilson HPLC to g... Starting materials: CC1(OCC(CO1)(CN1CCC2=C(C=CC=C12)C1=NOC(=N1)C1=CC=C(C=C1)C1=C(C=CC=C1)C(F)(F)F)NC(OC(C)(C)C)=O)C (tert-Butyl 2,2-dimethyl-5-((4-(5-(2′-(trifluoromethyl)biphenyl-4-yl)-1,2,4-oxadiazol-3-yl)indolin-1-yl)methyl)-1,3-dioxan-5-ylcarbamate), CC1(OCC(CO1)(CNC1=CC=C(C=C1)CCCCCCCC)NC(OC(C)(C)C)=O)C (tert-butyl 2,2-dimethyl-5-((4-octylphenylamino)methyl)-1,3-dioxan-5-ylcarbamate). The product is NC(CO)(CO)CN1CCC2=C(C=CC=C12)C1=NOC(=N1)C1=CC=C(C=C1)C1=C(C=CC=C1)C(F)(F)F (2-Amino-2-((4-(5-(2′-(trifluoromethyl)biphenyl-4-yl)-1,2,4-oxadiazol-3-yl)indolin-1-yl)methyl)propane-1,3-diol). Yield: 71.0%. As a reaction SMILES: CC1(C)[O:7][CH2:6][C:5]([NH:39]C(=O)OC(C)(C)C)([CH2:8][N:9]2[C:17]3[C:12](=[C:13]([C:18]4[N:22]=[C:21]([C:23]5[CH:28]=[CH:27][C:26]([C:29]6[CH:34]=[CH:33][CH:32]=[CH:31][C:30]=6[C:35]([F:38])([F:37])[F:36])=[CH:25][CH:24]=5)[O:20][N:19]=4)[CH:14]=[CH:15][CH:16]=3)[CH2:11][CH2:10]2)[CH2:4][O:3]1.CC1(C)OCC(NC(=O)OC(C)(C)C)(CNC2C=CC(CCCCCCCC)=CC=2)CO1>>[NH2:39][C:5]([CH2:8][N:9]1[C:17]2[C:12](=[C:13]([C:18]3[N:22]=[C:21]([C:23]4[CH:28]=[CH:27][C:26]([C:29]5[CH:34]=[CH:33][CH:32]=[CH:31][C:30]=5[C:35]([F:38])([F:37])[F:36])=[CH:25][CH:24]=4)[O:20][N:19]=3)[CH:14]=[CH:15][CH:16]=2)[CH2:11][CH2:10]1)([CH2:4][OH:3])[CH2:6][OH:7]. Reported procedure: When the product of Step E was substituted for tert-butyl 2,2-dimethyl-5-((4-octylphenylamino)methyl)-1,3-dioxan-5-ylcarbamate in Example 1, Step B, the identical process afforded the title compound in 71% yield, as a creamy solid. 1H-NMR (CD3OD+CDCl3) 3.1 (s, 2H); 3.35-3.6 (m, 8H); 4.1 (HDO); 6.76 (d, 1H, J=7.8 Hz); 7.17 (tr, 1H, J=7.8 Hz); 7.33 (tr, 1H, J=7.5 Hz); 7.41-7.51 (m, 4H); 7.57 (tr, 1H, J=7.3 Hz); 8.19 (d, 2H, J=8.3 Hz). Reactants: COC=1C(=CC2=CC(=CC=C2C1)C1=CC(=CC=C1)OC)C(=O)NC1=CC=CC=C1 (3-methoxy-7-(3-methoxyphenyl)-N-phenyl-2-naphthamide), B(Br)(Br)Br (boron tribromide). The product is OC=1C(=CC2=CC(=CC=C2C1)C1=CC(=CC=C1)O)C(=O)NC1=CC=CC=C1 (3-Hydroxy-7-(3-hydroxyphenyl)-N-phenyl-2-naphthamide). Isolated yield 50.0%. RXN SMILES: C[O:2][C:3]1[C:4]([C:21]([NH:23][C:24]2[CH:29]=[CH:28][CH:27]=[CH:26][CH:25]=2)=[O:22])=[CH:5][C:6]2[C:11]([CH:12]=1)=[CH:10][CH:9]=[C:8]([C:13]1[CH:18]=[CH:17][CH:16]=[C:15]([O:19]C)[CH:14]=1)[CH:7]=2.B(Br)(Br)Br>>[OH:2][C:3]1[C:4]([C:21]([NH:23][C:24]2[CH:25]=[CH:26][CH:27]=[CH:28][CH:29]=2)=[O:22])=[CH:5][C:6]2[C:11]([CH:12]=1)=[CH:10][CH:9]=[C:8]([C:13]1[CH:18]=[CH:17][CH:16]=[C:15]([OH:19])[CH:14]=1)[CH:7]=2. Procedure details: The compound is prepared by reaction of 3-methoxy-7-(3-methoxyphenyl)-N-phenyl-2-naphthamide (86 mg, 0.22 mol, 1 eq) with boron tribromide solution (4.45 ml, 4.45 mmol, 20 eq) according to method G. Purification by preparative thin-layer chromatography with hexane/ethyl acetate 6/4 as the eluent yielded the desired product in a yield of 50%, 39 mg. Reactants: O=C(OOC(=O)c1ccccc1)c1ccccc1, CCOC(=O)c1onc(OCC)c1C, ClC(Cl)(Cl)Cl, O=C1CCC(=O)N1Br. The product is CCOC(=O)c1onc(OCC)c1CBr. As a reaction SMILES: [C:23]([O:24][O:25][C:26](=[O:27])[c:28]1[cH:29][cH:30][cH:31][cH:32][cH:33]1)(=[O:34])[c:35]1[cH:36][cH:37][cH:38][cH:39][cH:40]1.[CH2:1]([CH3:2])[O:3][c:4]1[n:5][o:6][c:7]([C:10](=[O:11])[O:12][CH2:13][CH3:14])[c:8]1[CH3:9].[Cl:41][C:42]([Cl:43])([Cl:44])[Cl:45].[O:15]=[C:16]1[N:17]([Br:22])[C:18](=[O:19])[CH2:20][CH2:21]1>>[CH2:1]([CH3:2])[O:3][c:4]1[n:5][o:6][c:7]([C:10](=[O:11])[O:12][CH2:13][CH3:14])[c:8]1[CH2:9][Br:22]. Starting materials: O=C([O-])[O-], CS(C)=O, [Cs+], [Cs+], O=[N+]([O-])c1ccc(F)cc1Cl, O=C(Nc1cn2cc(O)ccc2n1)C1CC1. Product: O=C(Nc1cn2cc(Oc3ccc([N+](=O)[O-])c(Cl)c3)ccc2n1)C1CC1. Reaction SMILES: [C:28](=[O:29])([O-:30])[O-:31].[CH3:34][S:35](=[O:36])[CH3:37].[Cs+:32].[Cs+:33].[F:17][c:18]1[cH:19][c:20]([Cl:27])[c:21]([N+:24](=[O:25])[O-:26])[cH:22][cH:23]1.[OH:1][c:2]1[cH:3][cH:4][c:5]2[n:6]([cH:7]1)[cH:8][c:9]([NH:11][C:12](=[O:13])[CH:14]1[CH2:15][CH2:16]1)[n:10]2>>[O:1]([c:2]1[cH:3][cH:4][c:5]2[n:6]([cH:7]1)[cH:8][c:9]([NH:11][C:12](=[O:13])[CH:14]1[CH2:15][CH2:16]1)[n:10]2)[c:18]1[cH:19][c:20]([Cl:27])[c:21]([N+:24](=[O:25])[O-:26])[cH:22][cH:23]1. Reactants: ClC=1C=CC=2N(C(C3=C(N(C2N1)CC)N=CC(=C3)\C=C/C3=CC=CC=C3)=O)C (2-Chloro-5,11-dihydro-11-ethyl-5-methyl-8-(cis-2-phenylethen-1-yl)-6H-dipyrido[3,2-b:2',3'-e][1,4]diazepin-6-one), ClCCl (dichloromethane), ClC1=CC(=CC=C1)C(=O)OO (m-chloroperbenzoic acid), Ca(OH)2. The product is ClC=1C=CC=2N(C(C3=C(N(C2N1)CC)N=CC(=C3)C3(OC3)C3=CC=CC=C3)=O)C (2Chloro-5,11-dihydro-11-ethyl-5-methyl-8-(2-phenyloxiranyl)-6H-dipyrido[3,2-b:2',3'-e][1,4]diazepin-6-one). Isolated yield 21.0%. Reaction SMILES: [Cl:1][C:2]1[CH:3]=[CH:4][C:5]2[N:6]([CH3:28])[C:7](=[O:27])[C:8]3[CH:18]=[C:17](/C=C\C4C=CC=CC=4)[CH:16]=[N:15][C:9]=3[N:10]([CH2:13][CH3:14])[C:11]=2[N:12]=1.Cl[C:30]1[CH:35]=[CH:34][CH:33]=[C:32]([C:36]([O:38]O)=O)[CH:31]=1.Cl[CH2:41]Cl>>[Cl:1][C:2]1[CH:3]=[CH:4][C:5]2[N:6]([CH3:28])[C:7](=[O:27])[C:8]3[CH:18]=[C:17]([C:36]4([C:32]5[CH:31]=[CH:30][CH:35]=[CH:34][CH:33]=5)[CH2:41][O:38]4)[CH:16]=[N:15][C:9]=3[N:10]([CH2:13][CH3:14])[C:11]=2[N:12]=1. Procedure: 2-Chloro-5,11-dihydro-11-ethyl-5-methyl-8-(cis-2-phenylethen-1-yl)-6H-dipyrido[3,2-b:2',3'-e][1,4]diazepin-6-one (prepared by procedures analogous to those described in Example 43) (51 mg, 0.13 mmol) was dissolved in 3 mL of dichloromethane and treated with m-chloroperbenzoic acid (50%, 45 mg, 0.13 mmol) at room temperature. Solid Ca(OH)2 was added, and the reaction mixture was filtered and concentrated. Purification by flash chromatography (elution with ethyl acetate-hexanes) and recrystallizat...